Dataset: the Open Reaction Database (ORD), a public repository of structured organic reaction records. Task: describe an organic reaction: reactants, conditions, products, and yield Starting materials: O=S(=O)(c1ccc2cc(Br)ccc2c1)N1CCNCC1, Cl, O=C(O)c1ccc(-n2ccnc2)cc1. The product is O=C(c1ccc(-n2ccnc2)cc1)N1CCN(S(=O)(=O)c2ccc3cc(Br)ccc3c2)CC1. As a reaction SMILES: [Br:16][c:17]1[cH:18][c:19]2[cH:20][cH:21][c:22]([S:27](=[O:28])(=[O:29])[N:30]3[CH2:31][CH2:32][NH:33][CH2:34][CH2:35]3)[cH:23][c:24]2[cH:25][cH:26]1.[ClH:1].[n:2]1(-[c:7]2[cH:8][cH:9][c:10]([C:11](=[O:12])[OH:13])[cH:14][cH:15]2)[cH:3][n:4][cH:5][cH:6]1>>[n:2]1(-[c:7]2[cH:8][cH:9][c:10]([C:11](=[O:13])[N:33]3[CH2:32][CH2:31][N:30]([S:27]([c:22]4[cH:21][cH:20][c:19]5[cH:18][c:17]([Br:16])[cH:26][cH:25][c:24]5[cH:23]4)(=[O:28])=[O:29])[CH2:35][CH2:34]3)[cH:14][cH:15]2)[cH:3][n:4][cH:5][cH:6]1.